From a dataset of the Open Reaction Database (ORD), a public repository of structured organic reaction records. describe an organic reaction: reactants, conditions, products, and yield Starting materials: [N+](=O)([O-])C=1C(=C(C=CC1)C)[N+](=O)[O-] (dinitrotoluene), [N+](=O)([O-])C=1C(=C(C=CC1)C)[N+](=O)[O-].O (dinitrotoluene water). Reagents/catalysts: [Pd] (palladium), [Ni] (nickel). Yields the product C1(=C(C(=CC=C1)N)N)C (toluenediamine). Reaction SMILES: [N+:1]([C:4]1[C:5]([N+:11]([O-])=O)=[C:6]([CH3:10])[CH:7]=[CH:8][CH:9]=1)([O-])=O.[N+](C1C([N+]([O-])=O)=C(C)C=CC=1)([O-])=O.O>[Ni].[Pd]>[C:6]1([CH3:10])[CH:7]=[CH:8][CH:9]=[C:4]([NH2:1])[C:5]=1[NH2:11] |f:1.2|. Procedure: U.S. Pat. No. 6,005,143 discloses a process for the adiabatic hydrogenation of dinitrotoluene in a monolith catalyst employing nickel and palladium as the catalytic metals. A single phase dinitrotoluene/water mixture in the absence of solvent is cycled through the monolith catalyst under plug flow conditions for producing toluenediamine. Reactants: COC(=O)C1(CCSCC1)NC(=O)C1=C(C2=CC=CC=C2C=C1)OCC1=CC=C(C=C1)C(F)(F)F (4-{[1-(4-trifluoromethyl-benzyloxy)-naphthalene-2-carbonyl]-amino}-tetrahydro-thiopyran-4-carboxylic acid methyl ester), Cl (hydrochloric acid). The solvent is C1CCOC1 (THF), [OH-].[Na+] (sodium hydroxide), CO (methanol). Product: FC(C1=CC=C(COC2=C(C=CC3=CC=CC=C23)C(=O)NC2(CCSCC2)C(=O)O)C=C1)(F)F (4-{[1-(4-trifluoromethyl-benzyloxy)-naphthalene-2-carbonyl]-amino}-tetrahydro-thiopyran-4-carboxylic acid). Isolated yield 93.9%. RXN SMILES: C[O:2][C:3]([C:5]1([NH:11][C:12]([C:14]2[CH:23]=[CH:22][C:21]3[C:16](=[CH:17][CH:18]=[CH:19][CH:20]=3)[C:15]=2[O:24][CH2:25][C:26]2[CH:31]=[CH:30][C:29]([C:32]([F:35])([F:34])[F:33])=[CH:28][CH:27]=2)=[O:13])[CH2:10][CH2:9][S:8][CH2:7][CH2:6]1)=[O:4].Cl>C1COCC1.[OH-].[Na+].CO>[F:34][C:32]([F:33])([F:35])[C:29]1[CH:28]=[CH:27][C:26]([CH2:25][O:24][C:15]2[C:16]3[C:21](=[CH:20][CH:19]=[CH:18][CH:17]=3)[CH:22]=[CH:23][C:14]=2[C:12]([NH:11][C:5]2([C:3]([OH:4])=[O:2])[CH2:6][CH2:7][S:8][CH2:9][CH2:10]2)=[O:13])=[CH:31][CH:30]=1 |f:3.4|. Reported procedure: 126 mg 4-{[1-(4-trifluoromethyl-benzyloxy)-naphthalene-2-carbonyl]-amino}-tetrahydro-thiopyran-4-carboxylic acid methyl ester in 2.5 ml THF, 0.25 ml 2 M sodium hydroxide and 0.25 ml methanol were reacted at room temperature for 16 h. The reaction was then acidified with 2 M hydrochloric acid and extracted with ethyl acetate twice. The combined organic layers were dried over magnesium sulphate, and concentrated to yield 115 mg of 4-{[1-(4-trifluoromethyl-benzyloxy)-naphthalene-2-carbonyl]-amino}-... The reactants are NCCCCN1C(=NC=2C(=NC=3C=CC=CC3C21)N)CCOC (1-(4-aminobutyl)-2-(2-methoxyethyl)-1H-imidazo[4,5-c]quinolin-4-amine), FC1=C(C=CC(=C1)C(C(=O)Cl)C)C1=CC=CC=C1 (2-(2-fluoro-4-biphenylyl)propionyl chloride). Yields the product NC1=NC=2C=CC=CC2C2=C1N=CN2CCCCNC(C(C)C2=CC(=C(C=C2)C2=CC=CC=C2)F)=O (N1-[4-(4-amino-1H-imidazo[4,5-c]quinolin-1-yl)butyl]-2-(2-fluoro-4-biphenylyl)propanamide). As a reaction SMILES: [NH2:1][CH2:2][CH2:3][CH2:4][CH2:5][N:6]1[C:18]2[C:17]3[CH:16]=[CH:15][CH:14]=[CH:13][C:12]=3[N:11]=[C:10]([NH2:19])[C:9]=2[N:8]=[C:7]1CCOC.[F:24][C:25]1[CH:30]=[C:29]([CH:31]([CH3:35])[C:32](Cl)=[O:33])[CH:28]=[CH:27][C:26]=1[C:36]1[CH:41]=[CH:40][CH:39]=[CH:38][CH:37]=1>>[NH2:19][C:10]1[C:9]2[N:8]=[CH:7][N:6]([CH2:5][CH2:4][CH2:3][CH2:2][NH:1][C:32](=[O:33])[CH:31]([C:29]3[CH:28]=[CH:27][C:26]([C:36]4[CH:37]=[CH:38][CH:39]=[CH:40][CH:41]=4)=[C:25]([F:24])[CH:30]=3)[CH3:35])[C:18]=2[C:17]2[CH:16]=[CH:15][CH:14]=[CH:13][C:12]=2[N:11]=1. Reported procedure: According to the general method of Example 14, 1-(4-aminobutyl)-2-(2-methoxyethyl)-1H-imidazo[4,5-c]quinolin-4-amine and 2-(2-fluoro-4-biphenylyl)propionyl chloride were combined to provide N1-[4-(4-amino-1H-imidazo[4,5-c]quinolin-1-yl)butyl]-2-(2-fluoro-4-biphenylyl)propanamide as a white powder, m.p. 76.1-79.9° C. 1H NMR (300 MHz, DMSO-d6) δ 8.17 (s, 1H), 8.03 (m, 2H), 7.62 (d, J=8.3 Hz, 1H), 7.49-7.14 (m, 10H), 6.59 (broad s, 2H), 4.58 (t, J=6.9 Hz, 2H), 3.59 (q, J=7.0 Hz, 1H), 3.09 (pentet, ... The reactants are FC(C1(COC(C(N1)=S)(C)C)C1=C(C=CC=C1)F)F (5-Difluoromethyl-5-(2-fluoro-phenyl)-2,2-dimethyl-morpholine-3-thione), CO (methanol), N (NH3). Conditions: temperature 80 celsius. The product is FC(C1(N=C(C(OC1)(C)C)N)C1=C(C=CC=C1)F)F (5-Difluoromethyl-5-(2-fluoro-phenyl)-2,2-dimethyl-5,6-dihydro-2H-[1,4]oxazin-3-ylamine). RXN SMILES: [F:1][CH:2]([F:19])[C:3]1([C:12]2[CH:17]=[CH:16][CH:15]=[CH:14][C:13]=2[F:18])[NH:8][C:7](=S)[C:6]([CH3:11])([CH3:10])[O:5][CH2:4]1.CO.[NH3:22]>>[F:1][CH:2]([F:19])[C:3]1([C:12]2[CH:17]=[CH:16][CH:15]=[CH:14][C:13]=2[F:18])[CH2:4][O:5][C:6]([CH3:11])([CH3:10])[C:7]([NH2:22])=[N:8]1. Procedure details: 5-Difluoromethyl-5-(2-fluoro-phenyl)-2,2-dimethyl-morpholine-3-thione (2.50 g, 8.64 mmol) was dissolved in NH3 solution 7 mol/L in methanol (40.7 mL, 285 mmol). The sealed reaction vessel was heated to 80° C. for 7 h, then the temperature was lowered to 70° C. and the reaction mixture was stirred over night. The reaction mixture was evaporated and purified on a silica gel column by eluting with CH2Cl2/1-4% EtOH:NH3 9:1 to give 2.09 g of the title compound as an off-white solid. Reactants: C(C)(=O)OCC (ethyl acetate), FC1=CC=C(C(=O)C(CCCCCC(=O)OCC)C(C)=O)C=C1 (ethyl 7-(4-fluorobenzoyl)-8-oxononanoate), NN1C(=CC=C1CC)C(=O)C1=CC=C(C=C1)F ((1-amino-5-ethyl-1H-pyrrol-2-yl)(4-fluorophenyl)methanone), O.C1(=CC=C(C=C1)S(=O)(=O)O)C (p-toluenesulfonic acid monohydrate). Solvent: O (water), C(C)O (ethanol). The product is C(C)C1=CC=C2N1N=C(C(=C2C2=CC=C(C=C2)F)CCCCCC(=O)OCC)C2=CC=C(C=C2)F (ethyl 6-[7-ethyl-2,4-bis(4-fluorophenyl)pyrrolo[1,2-b]pyridazin-3-yl]hexanoate), C(C)C1=CC=C2N1N=C(C(=C2C2=CC=C(C=C2)F)CCCCCC(=O)OCC)C (ethyl 6-[7-ethyl-4-(4-fluorophenyl)-2-methylpyrrolo[1,2-b]pyridazin-3-yl]hexanoate). RXN SMILES: [F:1][C:2]1[CH:23]=[CH:22][C:5]([C:6]([CH:8]([C:19](=O)[CH3:20])[CH2:9][CH2:10][CH2:11][CH2:12][CH2:13][C:14]([O:16][CH2:17][CH3:18])=[O:15])=O)=[CH:4][CH:3]=1.[NH2:24][N:25]1[C:29]([CH2:30][CH3:31])=[CH:28][CH:27]=[C:26]1[C:32]([C:34]1[CH:39]=[CH:38][C:37]([F:40])=[CH:36][CH:35]=1)=O.O.C1(C)C=CC(S(O)(=O)=O)=CC=1.C(OCC)(=O)C>C(O)C.O>[CH2:30]([C:29]1[N:25]2[N:24]=[C:6]([C:5]3[CH:22]=[CH:23][C:2]([F:1])=[CH:3][CH:4]=3)[C:8]([CH2:9][CH2:10][CH2:11][CH2:12][CH2:13][C:14]([O:16][CH2:17][CH3:18])=[O:15])=[C:32]([C:34]3[CH:39]=[CH:38][C:37]([F:40])=[CH:36][CH:35]=3)[C:26]2=[CH:27][CH:28]=1)[CH3:31].[CH2:32]([C:26]1[N:25]2[N:24]=[C:19]([CH3:20])[C:8]([CH2:9][CH2:10][CH2:11][CH2:12][CH2:13][C:14]([O:16][CH2:17][CH3:18])=[O:15])=[C:6]([C:5]3[CH:22]=[CH:23][C:2]([F:1])=[CH:3][CH:4]=3)[C:29]2=[CH:28][CH:27]=1)[CH3:34] |f:2.3|. Procedure: A mixture of ethyl 7-(4-fluorobenzoyl)-8-oxononanoate (300 mg), (1-amino-5-ethyl-1H-pyrrol-2-yl)(4-fluorophenyl)methanone (216 mg), and p-toluenesulfonic acid monohydrate (35.4 mg) in ethanol (6 ml) was refluxed for 5 hours. The mixture was partioned between ethyl acetate and water. The organic layer was separated, washed with brine, dried over magnesium sulfate, and evaporated. The residue was chromatographed on silica gel eluting with a mixture of ethyl acetate and hexane (1:4) to give ethyl 6... The product is O=S(=O)(c1ccc(Cl)cc1)N(Cc1ccc(-c2ncon2)cc1)C1CCCC1CO. RXN SMILES: [Br:25][CH2:26][c:27]1[cH:28][cH:29][c:30](-[c:33]2[n:34][o:35][cH:36][n:37]2)[cH:31][cH:32]1.[C:19](=[O:20])([O-:21])[O-:22].[Cl:1][c:2]1[cH:3][cH:4][c:5]([S:8](=[O:9])(=[O:10])[NH:11][CH:12]2[CH:13]([CH2:17][OH:18])[CH2:14][CH2:15][CH2:16]2)[cH:6][cH:7]1.[Cl:38][c:39]1[cH:40][cH:41][c:42]([S:43]([N:44]([CH2:45][c:46]2[cH:47][cH:48][c:49]([C:50]#[N:51])[cH:52][cH:53]2)[CH:54]2[CH2:55][CH2:56][CH2:57][CH:58]2[CH2:59][OH:60])(=[O:61])=[O:62])[cH:63][cH:64]1.[Cs+:23].[Cs+:24]>>[Cl:1][c:2]1[cH:3][cH:4][c:5]([S:8](=[O:9])(=[O:10])[N:11]([CH:12]2[CH:13]([CH2:17][OH:18])[CH2:14][CH2:15][CH2:16]2)[CH2:26][c:27]2[cH:28][cH:29][c:30](-[c:33]3[n:34][o:35][cH:36][n:37]3)[cH:31][cH:32]2)[cH:6][cH:7]1. The reactants are BrCc1ccc(-c2ncon2)cc1, O=C([O-])[O-], O=S(=O)(NC1CCCC1CO)c1ccc(Cl)cc1, N#Cc1ccc(CN(C2CCCC2CO)S(=O)(=O)c2ccc(Cl)cc2)cc1, [Cs+], [Cs+].